The task is: describe an organic reaction: reactants, conditions, products, and yield. This data is from the Open Reaction Database (ORD), a public repository of structured organic reaction records. Reactants: ClC=1C=CC(=C(C1)/C=C/C(=O)OCC)[C@@H](C)OC[C@@H]1OC1 (Ethyl (2E)-3-(5-chloro-2-{(1R)-1-[(2R)-oxiran-2-yl methoxy]ethyl}phenyl)acrylate), Example 3 ( 3c )-15. The reagents and catalysts are [Rh] (rhodium/alumina). The solvent is C(C)O (ethanol). Conditions: time 5 hour. Product: ClC=1C=CC(=C(C1)CCC(=O)OCC)[C@@H](C)OC[C@@H]1OC1 (Ethyl 3-(5-chloro-2-{(1R)-1-[(2R)-oxiran-2-yl methoxy]ethyl}phenyl)propanoate). Yield: 99.0%. RXN SMILES: [Cl:1][C:2]1[CH:3]=[CH:4][C:5]([C@H:15]([O:17][CH2:18][C@H:19]2[CH2:21][O:20]2)[CH3:16])=[C:6](/[CH:8]=[CH:9]/[C:10]([O:12][CH2:13][CH3:14])=[O:11])[CH:7]=1>C(O)C.[Rh]>[Cl:1][C:2]1[CH:3]=[CH:4][C:5]([C@H:15]([O:17][CH2:18][C@H:19]2[CH2:21][O:20]2)[CH3:16])=[C:6]([CH2:8][CH2:9][C:10]([O:12][CH2:13][CH3:14])=[O:11])[CH:7]=1. Procedure: Ethyl (2E)-3-(5-chloro-2-{(1R)-1-[(2R)-oxiran-2-yl methoxy]ethyl}phenyl)acrylate (822 mg, 2.65 mmol), which had been obtained in Example 3 (3c)-15, was dissolved in ethanol (25 mL), added with rhodium/alumina (246 mg), and stirred for 5 hours at room temperature under hydrogen atmosphere. The reaction solution was filtered using Celite. The solvent was distilled off under reduced pressure to give the title compound as a colorless oily substance (816 mg, yield 99%). Reaction conditions: temperature 80 celsius, time 1 hour. The product is ClC1=CC=C(C=C1)C1=CC(=C(C=C1)C)CC(=O)NC1(CCC(CC1)(COC)OC)C(=O)OC (Methyl 1-{[(4′-chloro-4-methylbiphenyl-3-yl)acetyl]amino}-4-methoxy-4-(methoxymethyl)cyclohexanecarboxylate). Starting materials: acid chloride, ClC1=CC=C(C=C1)C1=CC(=C(C=C1)C)CC(=O)O ((4′-chloro-4-methylbiphenyl-3-yl)acetic acid), S(=O)(Cl)Cl (thionyl chloride), C([O-])([O-])=O.[K+].[K+] (potassium carbonate), NC1(CCC(CC1)(COC)OC)C(=O)OC (Methyl 1-amino-4-methoxy-4-(methoxymethyl)cyclohexanecarboxylate). Reported procedure: 574 mg (2.20 mmol) of (4′-chloro-4-methylbiphenyl-3-yl)acetic acid (EP 2029531 A1 and US 2009/298828 A1) were dissolved in 0.9 g (12.5 mmol) of thionyl chloride. The reaction mixture was stirred at 80° C. for 1 h and then concentrated. The residue was dissolved in 5 ml of acetonitrile. 816 mg (5.90 mmol) of potassium carbonate were added to 390 mg (1.69 mmol) of the compound from Example 24A in 10 ml of acetonitrile. With ice-cooling, the solution of the acid chloride was added dropwise, and the... Reaction SMILES: [Cl:1][C:2]1[CH:7]=[CH:6][C:5]([C:8]2[CH:13]=[CH:12][C:11]([CH3:14])=[C:10]([CH2:15][C:16]([OH:18])=O)[CH:9]=2)=[CH:4][CH:3]=1.S(Cl)(Cl)=O.C(=O)([O-])[O-].[K+].[K+].[NH2:29][C:30]1([C:41]([O:43][CH3:44])=[O:42])[CH2:35][CH2:34][C:33]([O:39][CH3:40])([CH2:36][O:37][CH3:38])[CH2:32][CH2:31]1>C(#N)C>[Cl:1][C:2]1[CH:3]=[CH:4][C:5]([C:8]2[CH:13]=[CH:12][C:11]([CH3:14])=[C:10]([CH2:15][C:16]([NH:29][C:30]3([C:41]([O:43][CH3:44])=[O:42])[CH2:31][CH2:32][C:33]([O:39][CH3:40])([CH2:36][O:37][CH3:38])[CH2:34][CH2:35]3)=[O:18])[CH:9]=2)=[CH:6][CH:7]=1 |f:2.3.4|. Run in C(C)#N (acetonitrile). Reactants: ice, [Al+3].[Cl-].[Cl-].[Cl-] (AlCl3), COC=1C=C(C(=O)Cl)C=C(C1OC)OC (3,4,5-trimethoxybenzoyl chloride), C1(=CC=CC=C1)OC (anisole). Solvent: C(Cl)Cl (CH2Cl2). Reaction conditions: time 6 hour. The product is COC=1C=C(C(=O)C2=CC=C(C=C2)OC)C=C(C1OC)OC (3,4,4',5-Tetramethoxybenzophenone). Isolated yield 80.5%. Reaction SMILES: [Al+3].[Cl-].[Cl-].[Cl-].[CH3:5][O:6][C:7]1[CH:8]=[C:9]([CH:13]=[C:14]([O:18][CH3:19])[C:15]=1[O:16][CH3:17])[C:10](Cl)=[O:11].[C:20]1([O:26][CH3:27])[CH:25]=[CH:24][CH:23]=[CH:22][CH:21]=1>C(Cl)Cl>[CH3:5][O:6][C:7]1[CH:8]=[C:9]([CH:13]=[C:14]([O:18][CH3:19])[C:15]=1[O:16][CH3:17])[C:10]([C:23]1[CH:24]=[CH:25][C:20]([O:26][CH3:27])=[CH:21][CH:22]=1)=[O:11] |f:0.1.2.3|. Procedure: Anhydrous AlCl3 (260 mg, 2 mmol) was added to a well-stirred solution of 3,4,5-trimethoxybenzoyl chloride (25) (461 mg, 2 mmol) and anisole (216 mg, 2 mmol) at 0° C. in CH2Cl2 (25 mL). The mixture was stirred while allowing it to warm to room temperature. After 6 h, the resultant dark reaction mixture was poured into ice cold 5% HCl (20 mL), and the CH2Cl2 layer was separated. The aqueous layer was extracted with an additional 30 mL of CH2Cl2, and the combined CH2Cl2 solutions were washed with s... Starting materials: C(CCC)OC1=NC(=C2N=C(N(C2=N1)CCCCC1CCNCC1)OC)N (2-(butyloxy)-8-(methyloxy)-9-[4-(4-piperidinyl)butyl]-9H-purin-6-amine), ICCCC (1-iodobutane). Reported procedure: Prepared similarly to Example 82 from 2-(butyloxy)-8-(methyloxy)-9-[4-(4-piperidinyl)butyl]-9H-purin-6-amine and 1-iodobutane. The product is NC1=C2NC(N(C2=NC(=N1)OCCCC)CCCCC1CCN(CC1)CCCC)=O (6-Amino-2-(butyloxy)-9-[4-(1-butyl-4-piperidinyl)butyl]-7,9-dihydro-8H-purin-8-one). As a reaction SMILES: [CH2:1]([O:5][C:6]1[N:14]=[C:13]2[C:9]([N:10]=[C:11]([O:25]C)[N:12]2[CH2:15][CH2:16][CH2:17][CH2:18][CH:19]2[CH2:24][CH2:23][NH:22][CH2:21][CH2:20]2)=[C:8]([NH2:27])[N:7]=1)[CH2:2][CH2:3][CH3:4].I[CH2:29][CH2:30][CH2:31][CH3:32]>>[NH2:27][C:8]1[N:7]=[C:6]([O:5][CH2:1][CH2:2][CH2:3][CH3:4])[N:14]=[C:13]2[C:9]=1[NH:10][C:11](=[O:25])[N:12]2[CH2:15][CH2:16][CH2:17][CH2:18][CH:19]1[CH2:20][CH2:21][N:22]([CH2:29][CH2:30][CH2:31][CH3:32])[CH2:23][CH2:24]1. Reactants: CCN(C(C)C)C(C)C, CCOC(=O)C=CC(=O)Cl, Nc1cc2c(Nc3ccc(F)c(Cl)c3)ncnc2cc1OCC1CC1, C1CCOC1. Product: CCOC(=O)C=CC(=O)Nc1cc2c(Nc3ccc(F)c(Cl)c3)ncnc2cc1OCC1CC1. As a reaction SMILES: [CH:36]([N:37]([CH:38]([CH3:39])[CH3:40])[CH2:41][CH3:42])([CH3:43])[CH3:44].[Cl:1][C:2](=[O:3])[CH:4]=[CH:5][C:6](=[O:7])[O:8][CH2:9][CH3:10].[NH2:11][c:12]1[cH:13][c:14]2[c:15]([NH:27][c:28]3[cH:29][c:30]([Cl:35])[c:31]([F:34])[cH:32][cH:33]3)[n:16][cH:17][n:18][c:19]2[cH:20][c:21]1[O:22][CH2:23][CH:24]1[CH2:25][CH2:26]1.[O:45]1[CH2:46][CH2:47][CH2:48][CH2:49]1>>[C:2](=[O:3])([CH:4]=[CH:5][C:6](=[O:7])[O:8][CH2:9][CH3:10])[NH:11][c:12]1[cH:13][c:14]2[c:15]([NH:27][c:28]3[cH:29][c:30]([Cl:35])[c:31]([F:34])[cH:32][cH:33]3)[n:16][cH:17][n:18][c:19]2[cH:20][c:21]1[O:22][CH2:23][CH:24]1[CH2:25][CH2:26]1. Starting materials: BrC=1C=CC2=C(OCCC3=C2SC(=C3)C=3N=C(SC3C3=C(C=CC=C3)Cl)N)C1 (4-(8-bromo-4,5-dihydrobenzo[b]thieno[2,3-d]oxepin-2-yl)-5-(2-chlorophenyl)thiazol-2-amine), CC1(OB(OC1(C)C)C=1C=NNC1)C (4-(4,4,5,5-tetramethyl-1,3,2-dioxaborolan-2-yl)-1H-pyrazole). Product: N1N=CC(=C1)C=1C=CC2=C(OCCC3=C2SC(=C3)C=3N=C(SC3C3=C(C=CC=C3)Cl)N)C1 (4-(8-(1H-pyrazol-4-yl)-4,5-dihydrobenzo[b]thieno[2,3-d]oxepin-2-yl)-5-(2-chlorophenyl)thiazol-2-amine). As a reaction SMILES: Br[C:2]1[CH:3]=[CH:4][C:5]2[C:11]3[S:12][C:13]([C:15]4[N:16]=[C:17]([NH2:27])[S:18][C:19]=4[C:20]4[CH:25]=[CH:24][CH:23]=[CH:22][C:21]=4[Cl:26])=[CH:14][C:10]=3[CH2:9][CH2:8][O:7][C:6]=2[CH:28]=1.CC1(C)C(C)(C)OB([C:37]2[CH:38]=[N:39][NH:40][CH:41]=2)O1>>[NH:39]1[CH:38]=[C:37]([C:2]2[CH:3]=[CH:4][C:5]3[C:11]4[S:12][C:13]([C:15]5[N:16]=[C:17]([NH2:27])[S:18][C:19]=5[C:20]5[CH:25]=[CH:24][CH:23]=[CH:22][C:21]=5[Cl:26])=[CH:14][C:10]=4[CH2:9][CH2:8][O:7][C:6]=3[CH:28]=2)[CH:41]=[N:40]1. Procedure: Following the procedure of Example 44, 4-(8-bromo-4,5-dihydrobenzo[b]thieno[2,3-d]oxepin-2-yl)-5-(2-chlorophenyl)thiazol-2-amine and 4-(4,4,5,5-tetramethyl-1,3,2-dioxaborolan-2-yl)-1H-pyrazole were reacted to give 262. MS: (ESI+) 477.1 The reactants are C(CCC)C1=CC=C(C=C1)C#CC1=CC=C(CN(C(COCCOC)=O)CC2=CC=C(OCC(=O)OC)C=C2)C=C1 (methyl [4-({{4-[(4-butylphenyl)ethynyl]benzyl}[(2-methoxyethoxy)acetyl]amino}methyl)phenoxy]acetate), [OH-].[Na+] (NaOH). Solvent: CO.C1CCOC1 (MeOH THF). Product: C(CCC)C1=CC=C(C=C1)C#CC1=CC=C(CN(C(COCCOC)=O)CC2=CC=C(OCC(=O)O)C=C2)C=C1 ([4-({{4-[(4-butylphenyl)ethynyl]benzyl}[(2-methoxyethoxy)acetyl]amino}methyl)phenoxy]acetic acid). RXN SMILES: [CH2:1]([C:5]1[CH:10]=[CH:9][C:8]([C:11]#[C:12][C:13]2[CH:41]=[CH:40][C:16]([CH2:17][N:18]([CH2:27][C:28]3[CH:39]=[CH:38][C:31]([O:32][CH2:33][C:34]([O:36]C)=[O:35])=[CH:30][CH:29]=3)[C:19](=[O:26])[CH2:20][O:21][CH2:22][CH2:23][O:24][CH3:25])=[CH:15][CH:14]=2)=[CH:7][CH:6]=1)[CH2:2][CH2:3][CH3:4].[OH-].[Na+]>CO.C1COCC1>[CH2:1]([C:5]1[CH:10]=[CH:9][C:8]([C:11]#[C:12][C:13]2[CH:41]=[CH:40][C:16]([CH2:17][N:18]([CH2:27][C:28]3[CH:29]=[CH:30][C:31]([O:32][CH2:33][C:34]([OH:36])=[O:35])=[CH:38][CH:39]=3)[C:19](=[O:26])[CH2:20][O:21][CH2:22][CH2:23][O:24][CH3:25])=[CH:15][CH:14]=2)=[CH:7][CH:6]=1)[CH2:2][CH2:3][CH3:4] |f:1.2,3.4|. Procedure details: The titled compound was prepared following the procedure F using methyl [4-({{4-[(4-butylphenyl)ethynyl]benzyl}[(2-methoxyethoxy)acetyl]amino}methyl)phenoxy]acetate and NaOH 1N in the presence of MeOH/THF as a yellow oil (94%). 1H NMR (DMSO-d6, 300 MHz) δ 7.54-7.43 (m, 4H), 7.24 (m, 4H), 7.14 (d, J=8.3 Hz, 2H), 6.86 (m, 2H), 4.62 (s, 2H), 4.41 (m, 4H), 4.28 (s, 1H), 4.20 (s, 1H), 3.59 (m, 2H), 3.42 (m, 2H), 3.21 (s, 1.5H), 3.19 (s, 1.5H), 2.60 (t, J=7.5 Hz, 2H), 1.55 (m, 2H), 1.30 (m, 2H), 0.89 ... Starting materials: CCCCCCCCCCCCCCCCOC(C)C1CO1, CC(=O)O, Cc1ccc(S(=O)(=O)O)cc1. The product is CCCCCCCCCCCCCCCCOC(C)C(O)CO. RXN SMILES: [CH2:1]([CH2:2][CH2:3][CH2:4][CH2:5][CH2:6][CH2:7][CH2:8][CH2:9][CH2:10][CH2:11][CH2:12][CH2:13][CH2:14][CH2:15][CH3:16])[O:17][CH:18]([CH3:19])[CH:20]1[O:21][CH2:22]1.[CH3:34][C:35](=[O:36])[OH:37].[c:23]1([CH3:24])[cH:25][cH:26][c:27]([S:28]([OH:29])(=[O:30])=[O:31])[cH:32][cH:33]1>>[CH2:1]([CH2:2][CH2:3][CH2:4][CH2:5][CH2:6][CH2:7][CH2:8][CH2:9][CH2:10][CH2:11][CH2:12][CH2:13][CH2:14][CH2:15][CH3:16])[O:17][CH:18]([CH3:19])[CH:20]([CH2:22][OH:21])[OH:30]. Starting materials: COC(=O)c1ccc2c(c1)[nH]c(=O)n2C1CCC1, CS(C)=O, [H-], CI, [Na+], O. Yields the product COC(=O)c1ccc2c(c1)n(C)c(=O)n2C1CCC1. RXN SMILES: [CH3:1][O:2][C:3](=[O:4])[c:5]1[cH:6][c:7]2[c:8]([n:9]([CH:13]3[CH2:14][CH2:15][CH2:16]3)[c:10](=[O:12])[nH:11]2)[cH:17][cH:18]1.[CH3:23][S:24]([CH3:25])=[O:26].[H-:19].[I:21][CH3:22].[Na+:20].[OH2:27]>>[CH3:1][O:2][C:3](=[O:4])[c:5]1[cH:6][c:7]2[c:8]([n:9]([CH:13]3[CH2:14][CH2:15][CH2:16]3)[c:10](=[O:12])[n:11]2[CH3:22])[cH:17][cH:18]1.